From a dataset of the Open Reaction Database (ORD), a public repository of structured organic reaction records. describe an organic reaction: reactants, conditions, products, and yield The reactants are ClC1=CC=C(OC2=CC=C(C=C2)N2C(=NC(=C2)C2=CC=C(C=C2)OC[C@@H]2OC2)COCC)C=C1 (1-[4-(4-chloro-phenoxy)-phenyl]-2-ethoxymethyl-4-[4-((R)-1-oxiranylmethoxy)-phenyl]-1H-imidazole), ClC1=CC=C(OC2=CC=C(C=C2)N2C(=NC(=C2)C2=CC=C(C=C2)OC[C@@H]2OC2)COCC)C=C1 (1-[4-(4-chloro-phenoxy)-phenyl]-2-ethoxymethyl-4-[4-((R)-1-oxiranylmethoxy)-phenyl]-1H-imidazole), teflon, CN (methylamine). Run in CO (MeOH). Product: ClC1=CC=C(OC2=CC=C(C=C2)N2C(=NC(=C2)C2=CC=C(OC[C@@H](CNC)O)C=C2)COCC)C=C1 ((R)-1-(4-{1-[4-(4-chloro-phenoxy)-phenyl]-2-ethoxymethyl-1H-imidazol-4-yl}-phenoxy)-3-methylamino-propan-2-ol). As a reaction SMILES: [Cl:1][C:2]1[CH:34]=[CH:33][C:5]([O:6][C:7]2[CH:12]=[CH:11][C:10]([N:13]3[CH:17]=[C:16]([C:18]4[CH:23]=[CH:22][C:21]([O:24][CH2:25][C@H:26]5[CH2:28][O:27]5)=[CH:20][CH:19]=4)[N:15]=[C:14]3[CH2:29][O:30][CH2:31][CH3:32])=[CH:9][CH:8]=2)=[CH:4][CH:3]=1.[CH3:35][NH2:36]>CO>[Cl:1][C:2]1[CH:34]=[CH:33][C:5]([O:6][C:7]2[CH:12]=[CH:11][C:10]([N:13]3[CH:17]=[C:16]([C:18]4[CH:19]=[CH:20][C:21]([O:24][CH2:25][C@H:26]([OH:27])[CH2:28][NH:36][CH3:35])=[CH:22][CH:23]=4)[N:15]=[C:14]3[CH2:29][O:30][CH2:31][CH3:32])=[CH:9][CH:8]=2)=[CH:4][CH:3]=1. Reported procedure: A solution of 1-[4-(4-chloro-phenoxy)-phenyl]-2-ethoxymethyl-4-[4-((R)-1-oxiranylmethoxy)-phenyl]-1H-imidazole (50 mg, 0.11 mmol, from intermediate B2) in 4 mL of methylamine in MeOH (2M) was stirred at 60° C. overnight in a teflon-capped vial. Upon completion (determined by LC/MS), the reaction was dried in vacuo and purified by silica gel flash column chromatography using a gradient of EtOAc to 4% ammonia/MeOH (2.0M) in EtOAc as an eluent to afford (R)-1-(4-{1-[4-(4-chloro-phenoxy)-phenyl]-2-e... The reactants are N#N (N2), [N+](=[N-])=C (diazomethane), C(C)(=O)N[C@H](CC1=CC=C(C=C1)[N+](=O)[O-])C(=O)O (Nα -Acetyl-p-Nitro-D-Phenylalanine), [N+](=[N-])=C (Diazomethane), N(=O)CNC(=O)N (N-nitrosomethylurea), ice, [OH-].[K+] (potassium hydroxide), [N+](=[N-])=C (diazomethane), amino acid. The solvent is O1CCCC1 (tetrahydrofuran), CCOCC (ether). The product is COC([C@H](NC(C)=O)CC1=CC=C(C=C1)[N+](=O)[O-])=O (Nα -Acetyl-p-Nitro-D-Phenylalanine Methyl Ester). RXN SMILES: [C:1]([NH:4][C@@H:5]([C:16]([OH:18])=[O:17])[CH2:6][C:7]1[CH:12]=[CH:11][C:10]([N+:13]([O-:15])=[O:14])=[CH:9][CH:8]=1)(=[O:3])[CH3:2].[N+](=[CH2:21])=[N-].N(CNC(N)=O)=O.[OH-].[K+].N#N>O1CCCC1.CCOCC>[CH3:21][O:17][C:16](=[O:18])[C@@H:5]([CH2:6][C:7]1[CH:8]=[CH:9][C:10]([N+:13]([O-:15])=[O:14])=[CH:11][CH:12]=1)[NH:4][C:1](=[O:3])[CH3:2] |f:3.4|. Procedure: Compound 7 was dissolved in tetrahydrofuran (120 ml) and cooled in an ice bath. Diazomethane was generated by addition of N-nitrosomethylurea to an ice cold, equivolume mixture of ether and 40% aqueous potassium hydroxide. The diazomethane solution was added without purification to the stirred solution of the amino acid derivative. The reaction was complete when N2 was no longer evolved upon addition of diazomethane. Excess diazomethane was consumed by the addition of acetic acid. The solution w... Reactants: ClCC=1C=CC2=C(C=CS2)C1 (5-(chloromethyl)-1-benzothiophene), S1C=CC2=C1C=CC(=C2)CO (1-benzothiophen-5-ylmethanol), S(=O)(Cl)Cl (thionyl chloride), FC1=C(C(=CC=C1O)F)C(=O)N (2,6-difluoro-3-hydroxybenzenecarboxamide). Product: S1C=CC2=C1C=CC(=C2)COC=2C(=C(C(=CC2)F)C(=O)N)F (3-(1-Benzothiophen-5-ylmethoxy)-2,6-difluorobenzenecarboxamide). Isolated yield 10.0%. Reaction SMILES: [F:1][C:2]1[C:7]([OH:8])=[CH:6][CH:5]=[C:4]([F:9])[C:3]=1[C:10]([NH2:12])=[O:11].Cl[CH2:14][C:15]1[CH:16]=[CH:17][C:18]2[S:22][CH:21]=[CH:20][C:19]=2[CH:23]=1.S1C2C=CC(CO)=CC=2C=C1.S(Cl)(Cl)=O>>[S:22]1[C:18]2[CH:17]=[CH:16][C:15]([CH2:14][O:8][C:7]3[C:2]([F:1])=[C:3]([C:10]([NH2:12])=[O:11])[C:4]([F:9])=[CH:5][CH:6]=3)=[CH:23][C:19]=2[CH:20]=[CH:21]1. Reported procedure: Synthesised from 2,6-difluoro-3-hydroxybenzenecarboxamide according to Method B, scheme 2. The required building block, 5-(chloromethyl)-1-benzothiophene, was synthesised by chlorination of commercially available 1-benzothiophen-5-ylmethanol with thionyl chloride. Yield 10%, mp 146-148° C., HPLC-MS (method 1): m/z 320 [M+H]+, Rt=3.95 min. Starting materials: N1(C=NC=C1)C1=CC=C(CN2CC3=CC(=CC=C3C(C2)(C)C)[N+](=O)[O-])C=C1 (2-(4-(1H-imidazol-1-yl)benzyl)-4,4-dimethyl-7-nitro-1,2,3,4-tetrahydroisoquinoline), C(C)(=O)O (acetic acid), C(=O)(O)[O-].[Na+] (NaHCO3), C(Cl)Cl (CH2Cl2). Reaction conditions: temperature 50 celsius, time 4 hour. The solvent is C(C)O (ethanol). The reagents and catalysts are [Zn] (zinc). Reported procedure: To a solution of Example 163A (1.45 g, 4.00 mmol) in 95% ethanol (20 mL) were added zinc (2 g, 30.6 mmol) and acetic acid (4 mL, 69.9 mmol). The reaction mixture was stirred for 4 hours at 50° C. Aqueous saturated NaHCO3 solution (200 mL) and CH2Cl2 (200 mL) were added to the reaction mixture and the suspension was filtered. The aqueous layer was extracted with CH2Cl2 (200 mL). The combined organic layers were washed with saturated NaCl (1×300 mL), dried over Na2SO4, filtered, and concentrated. ... Product: N1(C=NC=C1)C1=CC=C(CN2CC3=CC(=CC=C3C(C2)(C)C)N)C=C1 (2-(4-(1H-imidazol-1-yl)benzyl)-4,4-dimethyl-1,2,3,4-tetrahydroisoquinolin-7-amine). Reaction SMILES: [N:1]1([C:6]2[CH:27]=[CH:26][C:9]([CH2:10][N:11]3[CH2:20][C:19]([CH3:22])([CH3:21])[C:18]4[C:13](=[CH:14][C:15]([N+:23]([O-])=O)=[CH:16][CH:17]=4)[CH2:12]3)=[CH:8][CH:7]=2)[CH:5]=[CH:4][N:3]=[CH:2]1.C(O)(=O)C.C([O-])(O)=O.[Na+].C(Cl)Cl>C(O)C.[Zn]>[N:1]1([C:6]2[CH:7]=[CH:8][C:9]([CH2:10][N:11]3[CH2:20][C:19]([CH3:22])([CH3:21])[C:18]4[C:13](=[CH:14][C:15]([NH2:23])=[CH:16][CH:17]=4)[CH2:12]3)=[CH:26][CH:27]=2)[CH:5]=[CH:4][N:3]=[CH:2]1 |f:2.3|. The reactants are CCO, CSC1=NCCN1, CNN, I. Product: CNNC1=NCCN1, I. As a reaction SMILES: [CH3:12][CH2:13][OH:14].[CH3:1][S:2][C:3]1=[N:7][CH2:6][CH2:5][NH:4]1.[CH3:9][NH:10][NH2:11].[IH:8]>>[C:3]1([NH:11][NH:10][CH3:9])=[N:7][CH2:6][CH2:5][NH:4]1.[IH:8]. Reactants: NC1=C(C=C(C=2OC(CC21)C)C(=O)NCCC21CCCN1CCC2)Cl (4-amino-N-[2-(1-azabicyclo[3.3.0]octan-5yl)ethyl]-5-chloro-2-methyl-2,3-dihydrobenzo[b]furan-7-carboxamide). Reagents/catalysts: [Pd] (Pd-C). The solvent is C(C)O (ethanol). Reaction conditions: time 20 hour. Product: NC1=CC=C(C=2OC(CC21)C)C(=O)NCCC21CCCN1CCC2 (4-Amino-N-[2-(1-azabicyclo[3.3.0]octan-5-yl)ethyl]-2-methyl -2,3-dihydrobenzo[b]furan-7-carboxamide). RXN SMILES: [NH2:1][C:2]1[C:10]2[CH2:9][CH:8]([CH3:11])[O:7][C:6]=2[C:5]([C:12]([NH:14][CH2:15][CH2:16][C:17]23[CH2:24][CH2:23][CH2:22][N:21]2[CH2:20][CH2:19][CH2:18]3)=[O:13])=[CH:4][C:3]=1Cl>[Pd].C(O)C>[NH2:1][C:2]1[C:10]2[CH2:9][CH:8]([CH3:11])[O:7][C:6]=2[C:5]([C:12]([NH:14][CH2:15][CH2:16][C:17]23[CH2:24][CH2:23][CH2:22][N:21]2[CH2:20][CH2:19][CH2:18]3)=[O:13])=[CH:4][CH:3]=1. Procedure: A mixture of 4-amino-N-[2-(1-azabicyclo[3.3.0]octan-5yl)ethyl]-5-chloro-2-methyl-2,3-dihydrobenzo[b]furan-7-carboxamide (100 mg) obtained by Example 2, 20% Pd-C (catalystic amount) and ethanol was stirred under hydrogen gas atmosphere for 20 hours. Then, the catalyst was removed by filtration and the solvent was distilled out in vacuo to afford the titled compound in quantitative amount. The reactants are CC(=O)CC(C)C, N#CCCCCl, [I-], [Na+], [Na+], [Na+], O=C([O-])[O-], c1ccc(C(OC2CCNCC2)c2ccccc2)cc1. Yields the product N#CCCCN1CCC(OC(c2ccccc2)c2ccccc2)CC1. Reaction SMILES: [CH3:35][CH:36]([CH3:37])[CH2:38][C:39](=[O:40])[CH3:41].[Cl:29][CH2:30][CH2:31][CH2:32][C:33]#[N:34].[I-:28].[Na+:21].[Na+:22].[Na+:27].[O-:23][C:24](=[O:25])[O-:26].[c:1]1([CH:7]([O:8][CH:9]2[CH2:10][CH2:11][NH:12][CH2:13][CH2:14]2)[c:15]2[cH:16][cH:17][cH:18][cH:19][cH:20]2)[cH:2][cH:3][cH:4][cH:5][cH:6]1>>[c:1]1([CH:7]([O:8][CH:9]2[CH2:10][CH2:11][N:12]([CH2:30][CH2:31][CH2:32][C:33]#[N:34])[CH2:13][CH2:14]2)[c:15]2[cH:16][cH:17][cH:18][cH:19][cH:20]2)[cH:2][cH:3][cH:4][cH:5][cH:6]1. The reactants are C(C)(=O)O[C@H]1[C@@H](O[C@@H]([C@]1(OCC1=CC=CC=C1)CC=C)COCC1=CC=CC=C1)N1C(=O)NC(=O)C(C)=C1 (1-(2-O-Acetyl-3-C-allyl-3,5-di-O-benzyl-β-D-ribofuranosyl)thymine), C[O-].[Na+] (sodium methoxide), Cl (hydrochloric acid). The solvent is CO (methanol). Yields the product C(C=C)[C@@]1([C@H]([C@@H](O[C@@H]1COCC1=CC=CC=C1)N1C(=O)NC(=O)C(C)=C1)O)OCC1=CC=CC=C1 (1-(3-C-Allyl-3,5-di-O-benzyl-β-D-ribofuranosyl)thymine), material. Isolated yield 95.0%. As a reaction SMILES: C([O:4][C@@H:5]1[C@:9]([CH2:18][CH:19]=[CH2:20])([O:10][CH2:11][C:12]2[CH:17]=[CH:16][CH:15]=[CH:14][CH:13]=2)[C@@H:8]([CH2:21][O:22][CH2:23][C:24]2[CH:29]=[CH:28][CH:27]=[CH:26][CH:25]=2)[O:7][C@H:6]1[N:30]1[CH:38]=[C:36]([CH3:37])[C:34](=[O:35])[NH:33][C:31]1=[O:32])(=O)C.C[O-].[Na+].Cl>CO>[CH2:18]([C@@:9]1([O:10][CH2:11][C:12]2[CH:17]=[CH:16][CH:15]=[CH:14][CH:13]=2)[C@@H:8]([CH2:21][O:22][CH2:23][C:24]2[CH:25]=[CH:26][CH:27]=[CH:28][CH:29]=2)[O:7][C@@H:6]([N:30]2[CH:38]=[C:36]([CH3:37])[C:34](=[O:35])[NH:33][C:31]2=[O:32])[C@@H:5]1[OH:4])[CH:19]=[CH2:20] |f:1.2|. Reported procedure: To a stirred solution of nucleoside 1 (11.6 g, 22.3 mmol) in methanol (110 cm3) was added sodium methoxide (3.03 9, 55.5 mmol). The reaction mixture was stirred at room temperature for 16 h and neutralised with dilute hydrochloric acid. The solvent was partly evaporated and the residue was dissolved in dichloromethane (2×400 cm3). The organic phase was washed with a saturated aqueous solution of sodium hydrogen-carbonate (3×250 cm3) and dried (Na2SO4). The solvent was removed under reduced press...